Dataset: the Open Reaction Database (ORD), a public repository of structured organic reaction records. Task: describe an organic reaction: reactants, conditions, products, and yield Product: CC1=C(c2ccncc2)C(C)CC(=O)N1. As a reaction SMILES: [C:1]([CH3:2])([CH:4]([CH:5]([CH2:6][C:7]([O:3][CH2:9][CH3:10])=[O:8])[CH3:12])[c:13]1[cH:14][cH:15][n:16][cH:17][cH:18]1)=[O:11].[CH3:20][C:21](=[O:22])[O-:23].[CH3:24][CH2:25][OH:26].[NH4+:19]>>[C:1]1([CH3:2])=[C:4]([c:13]2[cH:14][cH:15][n:16][cH:17][cH:18]2)[CH:5]([CH3:12])[CH2:6][C:7](=[O:8])[NH:19]1. Starting materials: CCOC(=O)CC(C)C(C(C)=O)c1ccncc1, CC(=O)[O-], CCO, [NH4+]. Reactants: N(=[N+]=[N-])C1=C(C=CC=C1)C1=C(C=CC=C1)N=[N+]=[N-] (2,2'-diazidobiphenyl), C(=O)=O (carbon dioxide), resultant solution, C(C)O (ethyl alcohol). The solvent is OCC(O)CO (glycerol). Yields the product C1=CC=CC=2N=NC=3C=CC=CC3C21 (benzo[C]cinnoline). Yield: 50.8%. As a reaction SMILES: N([C:4]1[CH:9]=[CH:8][CH:7]=[CH:6][C:5]=1[C:10]1[CH:15]=[CH:14][CH:13]=[CH:12][C:11]=1[N:16]=[N+:17]=[N-])=[N+]=[N-].C(O)C.C(=O)=O>OCC(CO)O>[CH:15]1[C:10]2[C:5]3[CH:6]=[CH:7][CH:8]=[CH:9][C:4]=3[N:17]=[N:16][C:11]=2[CH:12]=[CH:13][CH:14]=1. Procedure: 160 mg of 2,2'-diazidobiphenyl was dissolved in a small amount of diethyl ehter and then the solution thus obtained was dissolved in 500 ml of glycerol and the resultant solution was poured into a quarty cylindrical cell. The cell was dipped into a mixed coolant of ethyl alcohol and solid carbon dioxide to convert the solution to low-temperature rigid solution. The cell was irradiated with light in the same manner set forth in Example 1. After the irradiation, the cell was taken out of the coola... As a reaction SMILES: [F:1][C:2]([F:11])([F:10])[CH2:3][O:4][CH2:5][C:6]([O:8]C)=[O:7].[OH-].[Na+].S(=O)(=O)(O)O>CO.CCOCC>[F:1][C:2]([F:11])([F:10])[CH2:3][O:4][CH2:5][C:6]([OH:8])=[O:7] |f:1.2|. Run at temperature 0 celsius, time 18 hour. Solvent: CO (methanol), CO (methanol), CCOCC (ether). Starting materials: FC(COCC(=O)OC)(F)F (methyl 2-(2,2,2-trifluoroethoxy)acetate), [OH-].[Na+] (sodium hydroxide), S(O)(O)(=O)=O (sulfuric acid). The yield is 94.3%. Yields the product FC(COCC(=O)O)(F)F (2-(2,2,2-Trifluoroethoxy)acetic acid). Procedure details: To a solution of methyl 2-(2,2,2-trifluoroethoxy)acetate (8.26 g, 47.98 mmol) and methanol (16 mL) was added sodium hydroxide (1.92 g, 47.98 mmol) in methanol (16 mL). After stirring for 18 hours, the reaction was concentrated and ether (170 mL) was added. The mixture was cooled to 0° C. and concentrated sulfuric acid (2.15 g, 43.9 mmol) in ether (7.5 mL) was slowly added. The resulting mixture was stirred for 18 hours, filtered and concentrated to give the title compound as a colorless oil (7.1... Starting materials: OCC1=C(OCCN2CCCC2)C=CC(=C1)Br (1-[2-(2-hydroxymethyl-4-bromophenoxy)ethyl]pyrrolidine), [Si](C)(C)(C(C)(C)C)Cl (t-butyldimethylsilyl chloride), O (water), N1C=NC=C1 (imidazole). Solvent: CN(C)C=O (DMF). Reaction conditions: time 30 hour. The product is [Si](C)(C)(C(C)(C)C)OCC1=C(OCCN2CCCC2)C=CC(=C1)Br (1-[2-(2-t-Butyldimethylsilyloxymethyl-4-bromophenoxy)ethyl]pyrrolidine). Yield: 76.0%. As a reaction SMILES: [OH:1][CH2:2][C:3]1[CH:16]=[C:15]([Br:17])[CH:14]=[CH:13][C:4]=1[O:5][CH2:6][CH2:7][N:8]1[CH2:12][CH2:11][CH2:10][CH2:9]1.[Si:18](Cl)([C:21]([CH3:24])([CH3:23])[CH3:22])([CH3:20])[CH3:19].N1C=CN=C1.O>CN(C=O)C>[Si:18]([O:1][CH2:2][C:3]1[CH:16]=[C:15]([Br:17])[CH:14]=[CH:13][C:4]=1[O:5][CH2:6][CH2:7][N:8]1[CH2:9][CH2:10][CH2:11][CH2:12]1)([C:21]([CH3:24])([CH3:23])[CH3:22])([CH3:20])[CH3:19]. Procedure: To a solution of (500 mg, 1.67 mmol) 1-[2-(2-hydroxymethyl-4-bromophenoxy)ethyl]pyrrolidine (Part A) in 5.5 mL of anhydrous DMF was added 377 mg of t-butyldimethylsilyl chloride followed by addition of 113 mg of imidazole. The reaction mixture was stirred at room temperature for 30 h. To the reaction was added 6 mL of water. The mixture was extracted with EtOAc (3×60 mL). The combined organic layers were dried over MgSO4 and concentrated to dryness. The residue was azeotroped with xylenes to rem... Starting materials: C(C)OC(C(C(=O)OC(C)(C)C)C1=NC(=NC=C1N)NC1CCN(CC1)CCOC)=O (2-{5-Amino-2-[1-(2-methoxy-ethyl)-piperidin-4-ylamino]-pyrimidin-4-yl}-malonic acid tert-butyl ester ethyl ester). Run in CC(=O)O (AcOH). Run at time 4 hour. Yields the product C(C)(C)(C)OC(=O)C1C(NC2=C1N=C(N=C2)NC2CCN(CC2)CCOC)=O (2-[1-(2-Methoxy-ethyl)-piperidin-4-ylamino]-6-oxo-6,7-dihydro-5H-pyrrolo[3,2-d]pyrimidine-7-carboxylic acid tert-butyl ester). Isolated yield 133.7%. RXN SMILES: C([O:3][C:4](=O)[CH:5]([C:13]1[C:18]([NH2:19])=[CH:17][N:16]=[C:15]([NH:20][CH:21]2[CH2:26][CH2:25][N:24]([CH2:27][CH2:28][O:29][CH3:30])[CH2:23][CH2:22]2)[N:14]=1)[C:6]([O:8][C:9]([CH3:12])([CH3:11])[CH3:10])=[O:7])C>CC(O)=O>[C:9]([O:8][C:6]([CH:5]1[C:13]2[N:14]=[C:15]([NH:20][CH:21]3[CH2:26][CH2:25][N:24]([CH2:27][CH2:28][O:29][CH3:30])[CH2:23][CH2:22]3)[N:16]=[CH:17][C:18]=2[NH:19][C:4]1=[O:3])=[O:7])([CH3:11])([CH3:10])[CH3:12]. Reported procedure: 2-{5-Amino-2-[1-(2-methoxy-ethyl)-piperidin-4-ylamino]-pyrimidin-4-yl}-malonic acid tert-butyl ester ethyl ester (6, 658 mgs, 1.5 mmol) was dissolved in AcOH (8.0 mls) and stirred at room temperature for approximately 4 hrs. The reaction mixture was concentrated in vacuo and dried under high vacuum overnight to give 2-[1-(2-methoxy-ethyl)-piperidin-4-ylamino]-6-oxo-6,7-dihydro-5H-pyrrolo[3,2-d]pyrimidine-7-carboxylic acid tert-butyl ester (7, 785 mgs, ˜100%) as a mixture of acetate salts which w... The reactants are CC(C)(C)OC(=O)N1CCNCC1, Clc1nc(Cl)nc(Cl)n1, ClCCl. Yields the product CC(C)(C)OC(=O)N1CCN(c2nc(Cl)nc(Cl)n2)CC1. RXN SMILES: [C:10](=[O:11])([O:12][C:13]([CH3:14])([CH3:15])[CH3:16])[N:17]1[CH2:18][CH2:19][NH:20][CH2:21][CH2:22]1.[Cl:1][c:2]1[n:3][c:4]([Cl:5])[n:6][c:7]([Cl:8])[n:9]1.[Cl:23][CH2:24][Cl:25]>>[c:2]1([N:20]2[CH2:19][CH2:18][N:17]([C:10](=[O:11])[O:12][C:13]([CH3:14])([CH3:15])[CH3:16])[CH2:22][CH2:21]2)[n:3][c:4]([Cl:5])[n:6][c:7]([Cl:8])[n:9]1. Reactants: BrC1=CN(C=2N=CN=C(C21)N[C@@H](C)C2=NN1C(C(N2C2=CC=CC=C2)=O)=C(C=C1)C)COCC[Si](C)(C)C ((S)-2-(1-((5-Bromo-7-((2-(trimethylsilyl)ethoxy)methyl)-7H-pyrrolo[2,3-d]pyrimidin-4-yl)amino)ethyl)-5-methyl-3-phenylpyrrolo[2,1-f][1,2,4]triazin-4(3H)-one), O1CCN(CC1)C=1C=C(C=C(C1)B1OC(C(O1)(C)C)(C)C)NS(=O)(=O)C (N-(3-morpholino-5-(4,4,5,5-tetramethyl-1,3,2-dioxaborolan-2-yl)phenyl)methanesulfonamide), C([O-])([O-])=O.[Na+].[Na+] (sodium carbonate). The reagents and catalysts are Cl[Pd]([P](C1=CC=CC=C1)(C2=CC=CC=C2)C3=CC=CC=C3)([P](C4=CC=CC=C4)(C5=CC=CC=C5)C6=CC=CC=C6)Cl (bis(triphenylphosphine)palladium(II) dichloride). The product is CC=1C=CN2N=C(N(C(C21)=O)C2=CC=CC=C2)[C@H](C)NC=2C1=C(N=CN2)N(C=C1C=1C=C(C=C(C1)N1CCOCC1)NS(=O)(=O)C)COCC[Si](C)(C)C ((S)—N-(3-(4-((1-(5-Methyl-4-oxo-3-phenyl-3,4-dihydropyrrolo[2,1-f][1,2,4]triazin-2-yl)ethyl)amino)-7-((2-(trimethylsilyl)ethoxy)methyl)-7H-pyrrolo[2,3-d]pyrimidin-5-yl)-5-morpholinophenyl)methanesulfonamide). Isolated yield 43.8%. RXN SMILES: Br[C:2]1[C:10]2[C:9]([NH:11][C@H:12]([C:14]3[N:19]([C:20]4[CH:25]=[CH:24][CH:23]=[CH:22][CH:21]=4)[C:18](=[O:26])[C:17]4=[C:27]([CH3:30])[CH:28]=[CH:29][N:16]4[N:15]=3)[CH3:13])=[N:8][CH:7]=[N:6][C:5]=2[N:4]([CH2:31][O:32][CH2:33][CH2:34][Si:35]([CH3:38])([CH3:37])[CH3:36])[CH:3]=1.[O:39]1[CH2:44][CH2:43][N:42]([C:45]2[CH:46]=[C:47]([NH:60][S:61]([CH3:64])(=[O:63])=[O:62])[CH:48]=[C:49](B3OC(C)(C)C(C)(C)O3)[CH:50]=2)[CH2:41][CH2:40]1.C(=O)([O-])[O-].[Na+].[Na+]>Cl[Pd](Cl)([P](C1C=CC=CC=1)(C1C=CC=CC=1)C1C=CC=CC=1)[P](C1C=CC=CC=1)(C1C=CC=CC=1)C1C=CC=CC=1>[CH3:30][C:27]1[CH:28]=[CH:29][N:16]2[C:17]=1[C:18](=[O:26])[N:19]([C:20]1[CH:25]=[CH:24][CH:23]=[CH:22][CH:21]=1)[C:14]([C@@H:12]([NH:11][C:9]1[C:10]3[C:2]([C:49]4[CH:48]=[C:47]([NH:60][S:61]([CH3:64])(=[O:63])=[O:62])[CH:46]=[C:45]([N:42]5[CH2:41][CH2:40][O:39][CH2:44][CH2:43]5)[CH:50]=4)=[CH:3][N:4]([CH2:31][O:32][CH2:33][CH2:34][Si:35]([CH3:36])([CH3:37])[CH3:38])[C:5]=3[N:6]=[CH:7][N:8]=1)[CH3:13])=[N:15]2 |f:2.3.4,^1:73,92|. Reported procedure: (S)-2-(1-((5-Bromo-7-((2-(trimethylsilyl)ethoxy)methyl)-7H-pyrrolo[2,3-d]pyrimidin-4-yl)amino)ethyl)-5-methyl-3-phenylpyrrolo[2,1-f][1,2,4]triazin-4(3H)-one (45 mg, 0.08 mmol) was treated with N-(3-morpholino-5-(4,4,5,5-tetramethyl-1,3,2-dioxaborolan-2-yl)phenyl)methanesulfonamide (44 mg, 0.12 mmol), sodium carbonate (22 mg, 0.21 mmols) and bis(triphenylphosphine)palladium(II) dichloride (21 mg, 0.03 mmol) according to the method described in Preparation 62. The residue was purified using SP1® P... The reactants are [OH-].[Na+] (sodium hydroxide), CC1=NN(C(=C1)C(=O)OCC)C1=CC=CC=C1 (ethyl 3-methyl-1-phenyl-1H-5-pyrazolecarboxylate), Cl (hydrochloric acid). The yield is 80.0%. Procedure: 0.37 g of ethyl 3-methyl-1-phenyl-1H-5-pyrazolecarboxylate was dissolved in 10 ml ethanol, and 1 ml of 5N sodium hydroxide was added, followed by heating under reflux for 1 hour. The reaction solution was ice-cooled and neutralized with 2N hydrochloric acid, followed by extracting with ethyl acetate. The organic layer was washed with brine, dried over anhydrous magnesium sulfate and evaporated, to give 0.26 g of 3-methyl-1-phenyl-1H-5-pyrazolecarboxylic acid. As a reaction SMILES: [CH3:1][C:2]1[CH:6]=[C:5]([C:7]([O:9]CC)=[O:8])[N:4]([C:12]2[CH:17]=[CH:16][CH:15]=[CH:14][CH:13]=2)[N:3]=1.[OH-].[Na+].Cl>C(O)C>[CH3:1][C:2]1[CH:6]=[C:5]([C:7]([OH:9])=[O:8])[N:4]([C:12]2[CH:17]=[CH:16][CH:15]=[CH:14][CH:13]=2)[N:3]=1 |f:1.2|. Run in C(C)O (ethanol). Product: CC1=NN(C(=C1)C(=O)O)C1=CC=CC=C1 (3-methyl-1-phenyl-1H-5-pyrazolecarboxylic acid).